Task: describe an organic reaction: reactants, conditions, products, and yield. Dataset: the Open Reaction Database (ORD), a public repository of structured organic reaction records The reactants are N1C(=NC2=C1C=CC=C2)C2=C(C=CC=C2)N (2-(1H-benzo[d]imidazol-2-yl)benzenamine), C(CCC)[Li] (n-Bu—Li). Run in CCOCC (ether), C1CCOC1 (THF). Run at time 20 minute. Yields the product CN1C(=NC2=C1C=CC=C2)C2=C(C=CC=C2)N (2-(1-methyl-1H-benzo[d]imidazol-2-yl)benzenamine). As a reaction SMILES: [NH:1]1[C:5]2[CH:6]=[CH:7][CH:8]=[CH:9][C:4]=2[N:3]=[C:2]1[C:10]1[CH:15]=[CH:14][CH:13]=[CH:12][C:11]=1[NH2:16].[CH2:17]([Li])CCC>C1COCC1.CCOCC>[CH3:17][N:1]1[C:5]2[CH:6]=[CH:7][CH:8]=[CH:9][C:4]=2[N:3]=[C:2]1[C:10]1[CH:15]=[CH:14][CH:13]=[CH:12][C:11]=1[NH2:16]. Procedure: 2-(1H-benzo[d]imidazol-2-yl)benzenamine (525 mg, 2.5 mmol) in 5 mL dry THF was cooled to −78 degrees before 1 mL n-Bu—Li (2.5 mmol, 2.5 N in hexanes) was added via a syringe. The reaction was stirred at −78 degrees for 20 min and Mel (360 mg, 2.6 mmol) was added. The reaction was warmed to r.t. gradually and kept at room temperature for another hour. The reaction crude was diluted with 25 mL ether and the resulted suspension was filtered off the solid. The crude product was isolated after the so... The reactants are ClC1=C(C(=O)N=C=O)C(=CC=C1)Cl (2,6-Dichlorobenzoyl isocyanate), ClC1=CC=C(C=C1)SC1=CC=C(C=N1)N (6-(4-chlorophenylthio)-3-aminopyridine). The solvent is C(C)(=O)OCC (ethyl acetate). Run at time 4 hour. Product: ClC1=C(C(=O)NC(=O)NC=2C=NC(=CC2)SC2=CC=C(C=C2)Cl)C(=CC=C1)Cl (1-(2,6-DICHLOROBENZOYL)-3-(6-(4-CHLOROPHENYLTHIO)-3-PYRIDINYL)UREA). RXN SMILES: [Cl:1][C:2]1[CH:12]=[CH:11][CH:10]=[C:9]([Cl:13])[C:3]=1[C:4]([N:6]=[C:7]=[O:8])=[O:5].[Cl:14][C:15]1[CH:20]=[CH:19][C:18]([S:21][C:22]2[N:27]=[CH:26][C:25]([NH2:28])=[CH:24][CH:23]=2)=[CH:17][CH:16]=1>C(OCC)(=O)C>[Cl:1][C:2]1[CH:12]=[CH:11][CH:10]=[C:9]([Cl:13])[C:3]=1[C:4]([NH:6][C:7]([NH:28][C:25]1[CH:26]=[N:27][C:22]([S:21][C:18]2[CH:19]=[CH:20][C:15]([Cl:14])=[CH:16][CH:17]=2)=[CH:23][CH:24]=1)=[O:8])=[O:5]. Reported procedure: 2,6-Dichlorobenzoyl isocyanate (2.16 grams; 0.01 mole) and 6-(4-chlorophenylthio)-3-aminopyridine (2.37 grams; 0.01 mole) were mixed in dry ethyl acetate and stirred for 4 hours. The ethyl acetate was removed in vacuo. TLC showed a 3-spot mixture. The reaction mixture was then poured over a silica column with ethyl acetate, and the major spot collected. It was crystallized from ethyl acetate-hexanes, yield 1.5 g., m.p. 160°-162° C. The reactants are OO (Hydrogen peroxide), FC(C(=O)OC(C(F)(F)F)=O)(F)F (trifluoroacetic anhydride), C(C)C=1N=[N+](C2=C(N1)C=C(C=C2)OCCCN2CCOCC2)[O-] (3-Ethyl-6-[3-(4-morpholinyl)propoxy]-1,2,4-benzotriazine 1-Oxide), FC(C(=O)O)(F)F (trifluoroactic acid). The solvent is N (NH3), C(Cl)Cl (DCM), C(Cl)(Cl)Cl (CHCl3). Run at temperature 20 celsius, time 10 minute. Yields the product C(C)C=1N=[N+](C2=C([N+]1[O-])C=C(C=C2)OCCCN2CCOCC2)[O-] (3-Ethyl-6-[3-(4-morpholinyl)propoxy]-1,2,4-benzotriazine 1,4-Dioxide). Yield: 25.9%. Reaction SMILES: OO.FC(F)(F)C(OC(=O)C(F)(F)F)=[O:6].[CH2:16]([C:18]1[N:19]=[N+:20]([O-:38])[C:21]2[CH:27]=[CH:26][C:25]([O:28][CH2:29][CH2:30][CH2:31][N:32]3[CH2:37][CH2:36][O:35][CH2:34][CH2:33]3)=[CH:24][C:22]=2[N:23]=1)[CH3:17].FC(F)(F)C(O)=O>C(Cl)Cl.C(Cl)(Cl)Cl.N>[CH2:16]([C:18]1[N:19]=[N+:20]([O-:38])[C:21]2[CH:27]=[CH:26][C:25]([O:28][CH2:29][CH2:30][CH2:31][N:32]3[CH2:33][CH2:34][O:35][CH2:36][CH2:37]3)=[CH:24][C:22]=2[N+:23]=1[O-:6])[CH3:17]. Procedure details: Hydrogen peroxide (70%; 0.53 mL, ca. 10.43 mmol) was added dropwise to a stirred solution of trifluoroacetic anhydride (1.45 mL, 10.43 mmol) in DCM (20 mL) at 5° C. The solution was stirred at 20° C. for 10 min, then cooled to 5° C., added to a solution of 1-oxide 31 (260 mg, 1.04 mmol) and trifluoroactic acid (0.17 mL, 2.23 mmol) in CHCl3 (20 mL) at 5° C. The solution was stirred at 20° C. for 24 h, diluted with dilute aqueous NH3 solution (50 mL) and extracted with CHCl3 (4×50 mL). The combine... Reactants: CC(C)C[AlH]CC(C)C (DIBAL-H), CN1C=2N(C=3C(C1=O)=C(N(N3)CC3=CC=C(C=C3)C3=NC=CC=C3)NC3=CC=CC=C3)[C@@H]3[C@H](N2)CCC3 ((6aR,9aS)-5,6a,7,8,9,9a-hexahydro-5-methyl-3-(phenylamino)-2-((4-Pyridin-2-yl)-benzyl)-cyclopent[4,5]imidazo[1,2-a]pyrazolo[4,3-e]pyrimidin-4(2H)-one), CC(C)C[AlH]CC(C)C (DIBAL). The solvent is C1(=CC=CC=C1)C (toluene), C1CCOC1 (THF). Reaction conditions: time 8 hour. Yields the product CN1C=2N(C=3C(C1)=C(N(N3)CC3=CC=C(C=C3)C3=NC=CC=C3)NC3=CC=CC=C3)[C@@H]3[C@H](N2)CCC3 ((6aR,9aS)-2,4,5,6a,7,8,9,9a-octahydro-5-methyl-3-(phenylamino)-2-((4-Pyridin-2-yl)-benzyl)-cyclopent[4,5]imidazo[1,2-a]pyrazolo[4,3-e]pyrimidine). Yield: 11.5%. Reaction SMILES: [CH3:1][N:2]1[C:7](=O)[C:6]2=[C:9]([NH:25][C:26]3[CH:31]=[CH:30][CH:29]=[CH:28][CH:27]=3)[N:10]([CH2:12][C:13]3[CH:18]=[CH:17][C:16]([C:19]4[CH:24]=[CH:23][CH:22]=[CH:21][N:20]=4)=[CH:15][CH:14]=3)[N:11]=[C:5]2[N:4]2[C@H:32]3[CH2:37][CH2:36][CH2:35][C@H:33]3[N:34]=[C:3]12.CC(C[AlH]CC(C)C)C>C1COCC1.C1(C)C=CC=CC=1>[CH3:1][N:2]1[CH2:7][C:6]2=[C:9]([NH:25][C:26]3[CH:27]=[CH:28][CH:29]=[CH:30][CH:31]=3)[N:10]([CH2:12][C:13]3[CH:14]=[CH:15][C:16]([C:19]4[CH:24]=[CH:23][CH:22]=[CH:21][N:20]=4)=[CH:17][CH:18]=3)[N:11]=[C:5]2[N:4]2[C@H:32]3[CH2:37][CH2:36][CH2:35][C@H:33]3[N:34]=[C:3]12. Procedure details: (6aR,9aS)-5,6a,7,8,9,9a-hexahydro-5-methyl-3-(phenylamino)-2-((4-Pyridin-2-yl)-benzyl)-cyclopent[4,5]imidazo[1,2-a]pyrazolo[4,3-e]pyrimidin-4(2H)-one (26.9 mg, 0.055 mmol) is dissolved in 1 mL of anhydrous THF, and then 400 uL of 1.5 M DIBAL-H in toluene is added dropwise. After the reaction mixture is stirred at room temperature overnight, additional 800 uL of 1.5 M DIBAL-His added to the solution. The reaction mixture is stirred at room temperature for 24 hours, and then quenched with NH4Cl aq... Starting materials: BrC1=CC(=C(C=C1)OCOCC)C (4-bromo-1-ethoxymethoxy-2-methylbenzene), C(C=C)[Sn](CCCC)(CCCC)CCCC (allyltributyltin). Reagents/catalysts: Cl[Pd](P(C1=CC=CC=C1)(C1=CC=CC=C1)C1=CC=CC=C1)(P(C1=CC=CC=C1)(C1=CC=CC=C1)C1=CC=CC=C1)Cl (dichlorobis (triphenylphosphino)palladium). The product is C(C=C)C1=CC(=C(C=C1)OCOCC)C (4-Allyl-1-ethoxymethoxy-2-methylbenzene). RXN SMILES: Br[C:2]1[CH:7]=[CH:6][C:5]([O:8][CH2:9][O:10][CH2:11][CH3:12])=[C:4]([CH3:13])[CH:3]=1.[CH2:14]([Sn](CCCC)(CCCC)CCCC)[CH:15]=[CH2:16]>Cl[Pd](Cl)(P(C1C=CC=CC=1)(C1C=CC=CC=1)C1C=CC=CC=1)P(C1C=CC=CC=1)(C1C=CC=CC=1)C1C=CC=CC=1>[CH2:16]([C:2]1[CH:7]=[CH:6][C:5]([O:8][CH2:9][O:10][CH2:11][CH3:12])=[C:4]([CH3:13])[CH:3]=1)[CH:15]=[CH2:14]. Reported procedure: In a manner similar to Example 1c, by reacting 16 g (65 mmol) of 4-bromo-1-ethoxymethoxy-2-methylbenzene with 30 ml (97 mmol) of allyltributyltin and 1.35 g (2 mmol) of dichlorobis (triphenylphosphino)palladium. A yellow oil is obtained (m=12:1 g, y=89%). Starting materials: CCCCC(Sc1cc(C(C)(C)C)c(O)c(C(C)(C)C)c1)C(=O)OCC, CCO, Cl, [K+], [OH-]. The product is CCCCC(Sc1cc(C(C)(C)C)c(O)c(C(C)(C)C)c1)C(=O)O. RXN SMILES: [C:1]([CH3:2])([CH3:3])([CH3:4])[c:5]1[cH:6][c:7]([S:16][CH:17]([C:18](=[O:19])[O:20][CH2:21][CH3:22])[CH2:23][CH2:24][CH2:25][CH3:26])[cH:8][c:9]([C:12]([CH3:13])([CH3:14])[CH3:15])[c:10]1[OH:11].[CH3:30][CH2:31][OH:32].[ClH:29].[K+:28].[OH-:27]>>[C:1]([CH3:2])([CH3:3])([CH3:4])[c:5]1[cH:6][c:7]([S:16][CH:17]([C:18](=[O:19])[OH:20])[CH2:23][CH2:24][CH2:25][CH3:26])[cH:8][c:9]([C:12]([CH3:13])([CH3:14])[CH3:15])[c:10]1[OH:11]. Reactants: [BH4-], CS(C)=O, CCCC=O, [Na+], Nc1ccc2nc[nH]c2c1. Yields the product CCCCNc1ccc2[nH]cnc2c1. Reaction SMILES: [BH4-:16].[CH3:18][S:19]([CH3:20])=[O:21].[CH:11]([CH2:12][CH2:13][CH3:14])=[O:15].[Na+:17].[n:1]1[cH:2][nH:3][c:4]2[c:5]1[cH:6][cH:7][c:8]([NH2:10])[cH:9]2>>[nH:1]1[cH:2][n:3][c:4]2[c:5]1[cH:6][cH:7][c:8]([NH:10][CH2:11][CH2:12][CH2:13][CH3:14])[cH:9]2. The product is OC1CCN(CC1)C(CC(CC)=O)=O (1-(4-Hydroxypiperidin-1-yl)pentane-1,3-dione). Starting materials: OC1CCNCC1 (4-hydroxypiperidine), COC(CC(CC)=O)=O (3-oxovaleric acid methyl ester). As a reaction SMILES: [OH:1][CH:2]1[CH2:7][CH2:6][NH:5][CH2:4][CH2:3]1.C[O:9][C:10](=O)[CH2:11][C:12](=[O:15])[CH2:13][CH3:14]>>[OH:1][CH:2]1[CH2:7][CH2:6][N:5]([C:10](=[O:9])[CH2:11][C:12](=[O:15])[CH2:13][CH3:14])[CH2:4][CH2:3]1. Procedure details: 59.0 g (583 mmol) of 4-hydroxypiperidine and 79.7 g (612 mmol) of 3-oxovaleric acid methyl ester were heated for 9 h at 110° C., and the resulting methanol was removed via a distillation bridge. The reaction residue was freed from volatiles on a rotary evaporator, taken up in ethanol, and filtered through 600 ml of strongly acidic ion exchanger (Dowex® HCR-W2), concentrated again and purified by column chromatography (silica gel, eluent's gradient from ethyl acetate to ethanol). The pure product...